Dataset: the Open Reaction Database (ORD), a public repository of structured organic reaction records. Task: describe an organic reaction: reactants, conditions, products, and yield Starting materials: FC(F)c1nc2ccccc2n1-c1nc(Cl)nc(N2CCOCC2)n1, NCc1ccccc1, C1COCCO1, O. Yields the product FC(F)c1nc2ccccc2n1-c1nc(NCc2ccccc2)nc(N2CCOCC2)n1. As a reaction SMILES: [Cl:1][c:2]1[n:3][c:4](-[n:14]2[c:15]([CH:23]([F:24])[F:25])[n:16][c:17]3[c:18]2[cH:19][cH:20][cH:21][cH:22]3)[n:5][c:6]([N:8]2[CH2:9][CH2:10][O:11][CH2:12][CH2:13]2)[n:7]1.[NH2:26][CH2:27][c:28]1[cH:29][cH:30][cH:31][cH:32][cH:33]1.[O:34]1[CH2:35][CH2:36][O:37][CH2:38][CH2:39]1.[OH2:40]>>[c:2]1([NH:26][CH2:27][c:28]2[cH:29][cH:30][cH:31][cH:32][cH:33]2)[n:3][c:4](-[n:14]2[c:15]([CH:23]([F:24])[F:25])[n:16][c:17]3[c:18]2[cH:19][cH:20][cH:21][cH:22]3)[n:5][c:6]([N:8]2[CH2:9][CH2:10][O:11][CH2:12][CH2:13]2)[n:7]1. Reactants: N1N=NN=C1CC(=O)OCC (ethyl 5-tetrazolylacetate), C1(=CC=CC=C1)C(C1=CC=CC=C1)(C1=CC=CC=C1)Cl (triphenylmethyl chloride). The solvent is N1=CC=CC=C1 (pyridine). Conditions: time 3 hour. Product: C1(=CC=CC=C1)C(N1N=NC(=N1)CC(=O)OCC)(C1=CC=CC=C1)C1=CC=CC=C1 (ethyl 3-triphenylmethyltetrazol-5-ylacetate). Isolated yield 78.4%. As a reaction SMILES: [NH:1]1[C:5]([CH2:6][C:7]([O:9][CH2:10][CH3:11])=[O:8])=[N:4][N:3]=[N:2]1.[C:12]1([C:18](Cl)([C:25]2[CH:30]=[CH:29][CH:28]=[CH:27][CH:26]=2)[C:19]2[CH:24]=[CH:23][CH:22]=[CH:21][CH:20]=2)[CH:17]=[CH:16][CH:15]=[CH:14][CH:13]=1>N1C=CC=CC=1>[C:12]1([C:18]([C:19]2[CH:20]=[CH:21][CH:22]=[CH:23][CH:24]=2)([C:25]2[CH:26]=[CH:27][CH:28]=[CH:29][CH:30]=2)[N:3]2[N:4]=[C:5]([CH2:6][C:7]([O:9][CH2:10][CH3:11])=[O:8])[N:1]=[N:2]2)[CH:13]=[CH:14][CH:15]=[CH:16][CH:17]=1. Procedure: To a solution of ethyl 5-tetrazolylacetate (1 g) (Lofquist et al. J. Amer. Chem. Soc. (1958), 80, 3908) in pyridine (6 mL) was added triphenylmethyl chloride (2.2 g) and the resulting solution allowed to stir for 3 h. The solvent was evaporated and the product crystallized from ether/hexane to give ethyl 3-triphenylmethyltetrazol-5-ylacetate as a white solid (2 g); TLC: Rf =0.5, ether:hexane (50:50). Reactants: C(C)(C)(C)C1=CC=2CN(C(C2S1)=O)C1=C(C(=CC=C1)B1OC(C(O1)(C)C)(C)C)C (2-tert-Butyl-5-(2-methyl-3-(4,4,5,5-tetramethyl-1,3,2-dioxaborolan-2-yl)phenyl)-4H-thieno[3,2-c]pyrrol-6(5H)-one), C(C)(=O)OCC1=C(C=CC=C1N1C(C2=CC=C(C=C2C1)N(C)C)=O)Br (2-Bromo-6-(5-(dimethylamino)-1-oxoisoindolin-2-yl)benzyl Acetate), B1(OC(C(O1)(C)C)(C)C)B2OC(C(O2)(C)C)(C)C (bis(pinacolato)diboron). Product: C(C)(=O)OCC1=C(C=CC=C1B1OC(C(O1)(C)C)(C)C)N1C(C2=CC=C(C=C2C1)N(C)C)=O (2-(5-(Dimethylamino)-1-oxoisoindolin-2-yl)-6-(4,4,5,5-tetramethyl-1,3,2-dioxaborolan-2-yl)benzyl Acetate). Yield: 100.0%. As a reaction SMILES: C(C1SC2C(=O)N(C3C=CC=C([B:20]4[O:24][C:23]([CH3:26])([CH3:25])[C:22]([CH3:28])([CH3:27])[O:21]4)C=3C)CC=2C=1)(C)(C)C.[C:30]([O:33][CH2:34][C:35]1[C:40]([N:41]2[CH2:49][C:48]3[C:43](=[CH:44][CH:45]=[C:46]([N:50]([CH3:52])[CH3:51])[CH:47]=3)[C:42]2=[O:53])=[CH:39][CH:38]=[CH:37][C:36]=1Br)(=[O:32])[CH3:31].B1(B2OC(C)(C)C(C)(C)O2)OC(C)(C)C(C)(C)O1>>[C:30]([O:33][CH2:34][C:35]1[C:36]([B:20]2[O:24][C:23]([CH3:26])([CH3:25])[C:22]([CH3:28])([CH3:27])[O:21]2)=[CH:37][CH:38]=[CH:39][C:40]=1[N:41]1[CH2:49][C:48]2[C:43](=[CH:44][CH:45]=[C:46]([N:50]([CH3:52])[CH3:51])[CH:47]=2)[C:42]1=[O:53])(=[O:32])[CH3:31]. Procedure details: Using the same general procedure as described for the preparation of 102g reaction of 123d (2.65 g, 6.59 mmol) with bis(pinacolato)diboron (5.02 g, 19.8 mmol) gave a 100% yield (3.00 g) of 123e as a brown solid: mp 75-76° C.; 1H NMR (300 MHz, CDCl3) δ 7.85 (dd, 1H, J=4.2, 1.8 Hz), 7.76 (d, 1H, J=8.7 Hz), 7.45 (m, 2H), 6.80 (dd, 1H, J=8.7, 2.1 Hz), 6.69 (s, 1H), 5.13 (s, 2H), 4.69 (s, 2H), 3.08 (s, 6H), 1.93 (s, 3H), 1.34 (s, 12H). Reactants: BrC1=CC(=C(C=C1)N1C=NC=C1)[N+](=O)[O-] (1-(4-bromo-2-nitro-phenyl)-1H-imidazole), [Sn](Cl)(Cl)(Cl)Cl (tin chloride). Solvent: C(C)O (ethanol). The product is BrC=1C=CC(=C(C1)N)N1C=NC=C1 (5-Bromo-2-imidazol-1-yl-phenylamine). The yield is 92.3%. As a reaction SMILES: [Br:1][C:2]1[CH:7]=[CH:6][C:5]([N:8]2[CH:12]=[CH:11][N:10]=[CH:9]2)=[C:4]([N+:13]([O-])=O)[CH:3]=1.[Sn](Cl)(Cl)(Cl)Cl>C(O)C>[Br:1][C:2]1[CH:7]=[CH:6][C:5]([N:8]2[CH:12]=[CH:11][N:10]=[CH:9]2)=[C:4]([NH2:13])[CH:3]=1. Reported procedure: To a solution of 1-(4-bromo-2-nitro-phenyl)-1H-imidazole (1.80 g; 6.72 mmol; 1 eq) in ethanol (90 mL) is added dehydrated tin chloride (7.58 g; 33.58 mmol; 5 eq). The reaction mixture is allowed to stir under reflux for 20 hours until completion of the reaction. The crude reaction mixture is then concentrated under vacuum. The resulting mixture is dissolved in water/ethyl acetate 1:2 (40 mL). The aqueous phase is basified until pH 9 is reached with solid hydrogen carbonate. The milky white aqueo... Starting materials: CC(C)C[Al+]CC(C)C, CCOC(=O)C(F)=C(CC)c1cc2c(cc1OC)OC(C)(C)C=C2C, [H-]. Yields the product CCC(=C(F)CO)c1cc2c(cc1OC)OC(C)(C)C=C2C. As a reaction SMILES: [CH2:27]([Al+:28][CH2:29][CH:30]([CH3:31])[CH3:32])[CH:33]([CH3:34])[CH3:35].[F:1][C:2]([C:3](=[O:4])[O:5][CH2:6][CH3:7])=[C:8]([CH2:9][CH3:10])[c:11]1[cH:12][c:13]2[c:18]([cH:19][c:20]1[O:21][CH3:22])[O:17][C:16]([CH3:23])([CH3:24])[CH:15]=[C:14]2[CH3:25].[H-:26]>>[F:1][C:2]([CH2:3][OH:4])=[C:8]([CH2:9][CH3:10])[c:11]1[cH:12][c:13]2[c:18]([cH:19][c:20]1[O:21][CH3:22])[O:17][C:16]([CH3:23])([CH3:24])[CH:15]=[C:14]2[CH3:25].